The task is: describe an organic reaction: reactants, conditions, products, and yield. This data is from the Open Reaction Database (ORD), a public repository of structured organic reaction records. The reactants are O=C1CCC(=O)N1Br, C=Cc1ccc(CC)cn1, Cc1ccccc1, CC(C)(C)O, [Na+], [OH-], O, O=Cc1ccc(O)cc1. Product: CCc1ccc(C(O)COc2ccc(C=O)cc2)nc1. Reaction SMILES: [Br:11][N:12]1[C:13](=[O:15])[CH2:16][CH2:17][C:18]1=[O:14].[CH2:1]([CH3:2])[c:3]1[cH:4][cH:5][c:6]([CH:9]=[CH2:10])[n:7][cH:8]1.[CH3:31][c:32]1[cH:33][cH:34][cH:35][cH:36][cH:37]1.[CH3:38][C:39]([OH:40])([CH3:41])[CH3:42].[Na+:20].[OH-:19].[OH2:30].[OH:21][c:22]1[cH:23][cH:24][c:25]([CH:26]=[O:27])[cH:28][cH:29]1>>[CH2:1]([CH3:2])[c:3]1[cH:4][cH:5][c:6]([CH:9]([CH2:10][O:21][c:22]2[cH:23][cH:24][c:25]([CH:26]=[O:27])[cH:28][cH:29]2)[OH:14])[n:7][cH:8]1. Isolated yield 68.6%. The product is [N+](=O)([O-])C1=CC=C(C=C1)S(=O)(=O)NC(C1=CC=C(C=C1)CCCC1=C(C=CC=C1)OCC1=CC=CC=C1)=O (N-(4-Nitrophenylsulphonyl)-4-[3-(2-benzyloxyphenyl),propyl]benzamide). As a reaction SMILES: [CH2:1]([O:8][C:9]1[CH:14]=[CH:13][CH:12]=[CH:11][C:10]=1[CH2:15][CH2:16][CH2:17][C:18]1[CH:26]=[CH:25][C:21]([C:22](O)=[O:23])=[CH:20][CH:19]=1)[C:2]1[CH:7]=[CH:6][CH:5]=[CH:4][CH:3]=1.[N+:27]([C:30]1[CH:35]=[CH:34][C:33]([S:36]([NH2:39])(=[O:38])=[O:37])=[CH:32][CH:31]=1)([O-:29])=[O:28].Cl.CN(C)CCCN=C=NCC>CN(C1C=CN=CC=1)C.CCOC(C)=O>[N+:27]([C:30]1[CH:31]=[CH:32][C:33]([S:36]([NH:39][C:22](=[O:23])[C:21]2[CH:25]=[CH:26][C:18]([CH2:17][CH2:16][CH2:15][C:10]3[CH:11]=[CH:12][CH:13]=[CH:14][C:9]=3[O:8][CH2:1][C:2]3[CH:3]=[CH:4][CH:5]=[CH:6][CH:7]=3)=[CH:19][CH:20]=2)(=[O:37])=[O:38])=[CH:34][CH:35]=1)([O-:29])=[O:28] |f:2.3|. The solvent is CCOC(=O)C (EtOAc). Procedure: A mixture of 4-[3-(2-benzyloxyphenyl)propyl)benzoic acid 0.2 g), 4-nitrobenzenesulphonamide (0.12 g), DMAP (0.15 g) and 1-(3-dimethylaminopropyl)-3-ethylcarbodiimide hydrochloride (0.12 g) was stirred for 65 hours. The mixture was diluted with EtOAc, washed with water and brine, dried (MgSO4), filtered and evaporated. The residue was purified by flash chromatography on silica gel, eluting with ethyl acetate, to give the title compound (0.21 g) mpt. 112°-113° C. Reagents/catalysts: CN(C)C=1C=CN=CC1 (DMAP). Run at time 65 hour. The reactants are C(C1=CC=CC=C1)OC1=C(C=CC=C1)CCCC1=CC=C(C(=O)O)C=C1 (4-[3-(2-benzyloxyphenyl)propyl)benzoic acid), [N+](=O)([O-])C1=CC=C(C=C1)S(=O)(=O)N (4-nitrobenzenesulphonamide), Cl.CN(CCCN=C=NCC)C (1-(3-dimethylaminopropyl)-3-ethylcarbodiimide hydrochloride). Starting materials: Br.OCC1=CC=NC2=CC=CC=C12 (4-(hydroxymethyl)-quinoline hydrobromide), S(=O)(Cl)Cl (thionylchloride). The product is Cl.ClCC1=CC=NC2=CC=CC=C12 (4-(chloromethyl)-quinoline hydrochloride). Yield: 80.7%. As a reaction SMILES: Br.O[CH2:3][C:4]1[C:13]2[C:8](=[CH:9][CH:10]=[CH:11][CH:12]=2)[N:7]=[CH:6][CH:5]=1.S(Cl)([Cl:16])=O>>[ClH:16].[Cl:16][CH2:3][C:4]1[C:13]2[C:8](=[CH:9][CH:10]=[CH:11][CH:12]=2)[N:7]=[CH:6][CH:5]=1 |f:0.1,3.4|. Procedure details: A reaction mixture of 4-(hydroxymethyl)-quinoline hydrobromide (2.0 g, 12.6mmol) and thionylchloride (20 mL) was heated to reflux for 2 hours. This was allowed to cool and then concentrated in vacuum. The green solid was treated with ethyl ether, filtered, washed with ethyl ether and dried in vacuum to yield 4-(chloromethyl)-quinoline hydrochloride (2.17 g, 80.7%). Reactants: O=C(O)c1cc([N+](=O)[O-])ccc1Cl, CCOC(=O)Cc1ccc(N)cc1, O, O=S(Cl)Cl. Product: CCOC(=O)Cc1ccc(NC(=O)c2cc([N+](=O)[O-])ccc2Cl)cc1. Reaction SMILES: [Cl:1][c:2]1[c:3]([C:4](=[O:5])[OH:6])[cH:7][c:8]([N+:11](=[O:12])[O-:13])[cH:9][cH:10]1.[NH2:14][c:15]1[cH:16][cH:17][c:18]([CH2:21][C:22](=[O:23])[O:24][CH2:25][CH3:26])[cH:19][cH:20]1.[OH2:31].[S:27]([Cl:28])([Cl:29])=[O:30]>>[Cl:1][c:2]1[c:3]([C:4](=[O:6])[NH:14][c:15]2[cH:16][cH:17][c:18]([CH2:21][C:22](=[O:23])[O:24][CH2:25][CH3:26])[cH:19][cH:20]2)[cH:7][c:8]([N+:11](=[O:12])[O-:13])[cH:9][cH:10]1. The reactants are Clc1ccc(SCCCCCCCBr)cc1, O=C([O-])O, O=C(OO)c1cccc(Cl)c1, ClCCl, [Na+], [Na+], O=S([O-])O. Product: O=S(CCCCCCCBr)c1ccc(Cl)cc1. Reaction SMILES: [Br:1][CH2:2][CH2:3][CH2:4][CH2:5][CH2:6][CH2:7][CH2:8][S:9][c:10]1[cH:11][cH:12][c:13]([Cl:16])[cH:14][cH:15]1.[C:28](=[O:29])([O-:30])[OH:31].[Cl:17][c:18]1[cH:19][cH:20][cH:21][c:22]([C:23]([O:24][OH:26])=[O:25])[cH:27]1.[Cl:38][CH2:39][Cl:40].[Na+:32].[Na+:37].[S:33]([OH:34])([O-:35])=[O:36]>>[Br:1][CH2:2][CH2:3][CH2:4][CH2:5][CH2:6][CH2:7][CH2:8][S:9]([c:10]1[cH:11][cH:12][c:13]([Cl:16])[cH:14][cH:15]1)=[O:25]. Starting materials: [Li]CCCC, C1CCOC1, CCOS(=O)(=O)CP(=O)(CC)CC, O=Cc1ccc(Cl)s1. Product: CCOS(=O)(=O)C=Cc1ccc(Cl)s1. RXN SMILES: [CH2:1]([Li:2])[CH2:3][CH2:4][CH3:5].[CH2:27]1[O:28][CH2:29][CH2:30][CH2:31]1.[CH2:6]([P:7]([CH2:8][CH3:9])(=[O:10])[CH2:12][S:13](=[O:14])(=[O:15])[O:16][CH2:17][CH3:18])[CH3:11].[Cl:19][c:20]1[cH:21][cH:22][c:23]([CH:25]=[O:26])[s:24]1>>[CH:12]([S:13](=[O:14])(=[O:15])[O:16][CH2:17][CH3:18])=[CH:25][c:23]1[cH:22][cH:21][c:20]([Cl:19])[s:24]1.